From a dataset of the Open Reaction Database (ORD), a public repository of structured organic reaction records. describe an organic reaction: reactants, conditions, products, and yield Reactants: CC(=O)OC(C)=O, O=c1c2cc(C=NO)ccc2oc2ncccc12. Product: N#Cc1ccc2oc3ncccc3c(=O)c2c1. RXN SMILES: [CH3:19][C:20]([O:21][C:22](=[O:23])[CH3:24])=[O:25].[O:1]=[c:2]1[c:3]2[c:4]([o:5][c:6]3[n:7][cH:8][cH:9][cH:10][c:11]13)[cH:12][cH:13][c:14]([CH:16]=[N:17][OH:18])[cH:15]2>>[O:1]=[c:2]1[c:3]2[c:4]([o:5][c:6]3[n:7][cH:8][cH:9][cH:10][c:11]13)[cH:12][cH:13][c:14]([C:16]#[N:17])[cH:15]2. The reactants are COC=1C=C(C#N)C=CC1C=C(C(C)=O)C=1SC=C(N1)C (3-Methoxy-4-[2-(4-methyl-1,3-thiazol-2-yl)-3-oxobut-1-en-1-yl]benzonitrile), NC(=CC#N)C(F)(F)F (3-amino-4,4,4-tri-fluorobut-2-enenitrile), CC(C)([O-])C.[K+] (potassium tert-butoxide). The solvent is C(C)(C)O (isopropanol). Reaction conditions: time 8 hour. Product: C(#N)C1=CC(=C(C=C1)C1C(=C(NC(=C1C=1SC=C(N1)C)C)C(F)(F)F)C#N)OC (4-(4-Cyano-2-methoxyphenyl)-6-methyl-5-(4-methyl-1,3-thiazol-2-yl)-2-(trifluoromethyl)-1,4-dihydropyridine-3-carbonitrile). RXN SMILES: [CH3:1][O:2][C:3]1[CH:4]=[C:5]([CH:8]=[CH:9][C:10]=1[CH:11]=[C:12]([C:16]1[S:17][CH:18]=[C:19]([CH3:21])[N:20]=1)[C:13](=O)[CH3:14])[C:6]#[N:7].[NH2:22][C:23]([C:27]([F:30])([F:29])[F:28])=[CH:24][C:25]#[N:26].CC(C)([O-])C.[K+]>C(O)(C)C>[C:6]([C:5]1[CH:8]=[CH:9][C:10]([CH:11]2[C:12]([C:16]3[S:17][CH:18]=[C:19]([CH3:21])[N:20]=3)=[C:13]([CH3:14])[NH:22][C:23]([C:27]([F:30])([F:29])[F:28])=[C:24]2[C:25]#[N:26])=[C:3]([O:2][CH3:1])[CH:4]=1)#[N:7] |f:2.3|. Procedure: 100 mg (0.335 mmol) of the compound from example 6A, 46 mg (0.335 mmol) of 3-amino-4,4,4-tri-fluorobut-2-enenitrile [preparation in analogy to U.S. Pat. No. 3,635,977 and K. Krespan, J. Org. Chem. 34, 42-45 (1969)] and 5.6 mg (0.05 mmol) of potassium tert-butoxide are dissolved in 4 ml of isopropanol and stirred at the reflux temperature overnight. After cooling to room temperature, the volatile components are removed in a rotary evaporator, and the crude product is purified by preparative HPLC ...